Dataset: the Open Reaction Database (ORD), a public repository of structured organic reaction records. Task: describe an organic reaction: reactants, conditions, products, and yield Reactants: CN(C(=O)c1cc2c(s1)-c1cc(Br)ccc1OC2)c1ccc(F)cc1F, [Li]CCCC, CN(C)C=O, [Cl-], [NH4+], C1CCOC1. Yields the product CN(C(=O)c1cc2c(s1)-c1cc(C=O)ccc1OC2)c1ccc(F)cc1F. As a reaction SMILES: [Br:1][c:2]1[cH:3][c:4]2[c:9]([cH:10][cH:11]1)[O:8][CH2:7][c:6]1[c:5]-2[s:14][c:13]([C:15](=[O:16])[N:17]([CH3:18])[c:19]2[c:20]([F:26])[cH:21][c:22]([F:25])[cH:23][cH:24]2)[cH:12]1.[CH3:27][CH2:28][CH2:29][CH2:30][Li:31].[CH3:32][N:33]([CH:34]=[O:35])[CH3:36].[Cl-:37].[NH4+:38].[O:39]1[CH2:40][CH2:41][CH2:42][CH2:43]1>>[c:2]1([CH:34]=[O:35])[cH:3][c:4]2[c:9]([cH:10][cH:11]1)[O:8][CH2:7][c:6]1[c:5]-2[s:14][c:13]([C:15](=[O:16])[N:17]([CH3:18])[c:19]2[c:20]([F:26])[cH:21][c:22]([F:25])[cH:23][cH:24]2)[cH:12]1. Reactants: Cl (hydrogen chloride), [H][H] (hydrogen), OC=1C=CC(=C2CCC(C12)=NO)C (7-hydroxy-4-methyl-1-indanone oxime). Reagents/catalysts: [Pt]=O (platinum oxide). Solvent: C(C)(=O)O (acetic acid), C(C)O (ethanol). The product is Cl.NC1CCC2=C(C=CC(=C12)O)C (1-amino-7-hydroxy-4-methylindane hydrochloride). As a reaction SMILES: [OH:1][C:2]1[CH:3]=[CH:4][C:5]([CH3:13])=[C:6]2[C:10]=1[C:9](=[N:11]O)[CH2:8][CH2:7]2.[H][H].[ClH:16]>C(O)(=O)C.[Pt]=O.C(O)C>[ClH:16].[NH2:11][CH:9]1[C:10]2[C:6](=[C:5]([CH3:13])[CH:4]=[CH:3][C:2]=2[OH:1])[CH2:7][CH2:8]1 |f:6.7|. Procedure: 15.0 Grams of 7-hydroxy-4-methyl-1-indanone oxime was dissolved in 200 ml of acetic acid, then 1.0 g of platinum oxide catalyst was added thereto and the mixture was subjected to catalytic reduction under 5 atmospheric pressure of hydrogen gas at a room temperature for 8 hours. The catalyst was removed by filtration, then the filtrate was concentrated to dryness under a reduced pressure. The residue thus obtained was dissolved in 200 ml of ethanol and hydrogen chloride gas was blown into the sol... Reactants: B(Br)(Br)Br (Boron tribromide), COC1=C(C=C(C=C1)CC#N)C (4-methoxy-3-methylphenylacetonitrile). Solvent: ClCCl (dichloromethane), C(O)([O-])=O.[Na+] (sodium hydrogen carbonate). Run at temperature -78 celsius, time 1 hour. Product: OC1=C(C=C(C=C1)CC#N)C ((4-Hydroxy-3-methyl-phenyl)-acetonitrile). Yield: 87.0%. Reaction SMILES: B(Br)(Br)Br.C[O:6][C:7]1[CH:12]=[CH:11][C:10]([CH2:13][C:14]#[N:15])=[CH:9][C:8]=1[CH3:16]>ClCCl.C(=O)([O-])O.[Na+]>[OH:6][C:7]1[CH:12]=[CH:11][C:10]([CH2:13][C:14]#[N:15])=[CH:9][C:8]=1[CH3:16] |f:3.4|. Reported procedure: Boron tribromide (1M in dichloromethane, 6.2 mL, 6.2 mmol) was added to a solution of 4-methoxy-3-methylphenylacetonitrile (0.2 g, 1.24 mmol) in dichloromethane (10 mL), cooled to −78° C. The reaction mixture was stirred at this temperature for 1 hour and then at room temperature for 2 hours. The mixture was then re-cooled to −78° C., diluted with sodium hydrogen carbonate solution and allowed to warm to room temperature. The organic layer was separated, washed with brine, dried over sodium sulf... Reactants: C1(CCCCC1)O (cyclohexanol), [Bi](Br)(Br)Br (bismuth (III) bromide), OC(C)C1=CC=C(C(=O)OC)C=C1 (methyl 4-(1-hydroxyethyl)benzoate). Solvent: C(Cl)(Cl)(Cl)Cl (carbon tetrachloride). Conditions: time 30 minute. Yields the product C1(CCCCC1)OC(C)C1=CC=C(C(=O)OC)C=C1 (methyl 4-(1-(cyclohexyloxy)ethyl)benzoate). The yield is 13.7%. As a reaction SMILES: [CH:1]1([OH:7])[CH2:6][CH2:5][CH2:4][CH2:3][CH2:2]1.[Bi](Br)(Br)Br.O[CH:13]([C:15]1[CH:24]=[CH:23][C:18]([C:19]([O:21][CH3:22])=[O:20])=[CH:17][CH:16]=1)[CH3:14]>C(Cl)(Cl)(Cl)Cl>[CH:1]1([O:7][CH:13]([C:15]2[CH:24]=[CH:23][C:18]([C:19]([O:21][CH3:22])=[O:20])=[CH:17][CH:16]=2)[CH3:14])[CH2:6][CH2:5][CH2:4][CH2:3][CH2:2]1. Procedure: To the solution of cyclohexanol (167 mg, 1.67 mmol) in carbon tetrachloride (50 mL) was added bismuth (III) bromide (744.4 mg, 1.67 mmol), the mixture was stirred for 30 minutes at room temperature, the methyl 4-(1-hydroxyethyl)benzoate (300 mg, 1.67 mmol) was added, the mixture was stirred at room temperature for 12 hours. Then the mixture was concentrated and purified by column chromatography (silica gel, Petroleum ether/ethyl acetate=20:1) to give methyl 4-(1-(cyclohexyloxy)ethyl)benzoate (60... Starting materials: CC(=O)[O-], CC(=O)CC(C)=O, CCO, Nc1cccc(Cl)c1, Cl, O=N[O-], [Na+], [Na+], O. The product is CC(=O)C(=NNc1cccc(Cl)c1)C(C)=O. Reaction SMILES: [CH3:14][C:15](=[O:16])[O-:17].[CH3:18][C:19](=[O:20])[CH2:21][C:22]([CH3:23])=[O:24].[CH3:27][CH2:28][OH:29].[Cl:1][c:2]1[cH:3][c:4]([NH2:5])[cH:6][cH:7][cH:8]1.[ClH:26].[N:9]([O-:10])=[O:11].[Na+:12].[Na+:13].[OH2:25]>>[Cl:1][c:2]1[cH:3][c:4]([NH:5][N:9]=[C:21]([C:19]([CH3:18])=[O:20])[C:22]([CH3:23])=[O:24])[cH:6][cH:7][cH:8]1. The reactants are CCOC(=O)C1CCCCC1NC1CCCCC1, CS(=O)(=O)Nc1ccc2c(c1)S(=O)(=O)N=C(CC(=O)O)N2, CCN=C=NCCCN(C)C, CN1CCOCC1, CN(C)C=O, Cl, Cl. Yields the product CCOC(=O)C1CCCCC1N(C(=O)CC1=NS(=O)(=O)c2cc(NS(C)(=O)=O)ccc2N1)C1CCCCC1. Reaction SMILES: [CH2:22]([CH3:23])[O:24][C:25](=[O:26])[CH:27]1[CH:28]([NH:33][CH:34]2[CH2:35][CH2:36][CH2:37][CH2:38][CH2:39]2)[CH2:29][CH2:30][CH2:31][CH2:32]1.[CH3:1][S:2](=[O:3])(=[O:4])[NH:5][c:6]1[cH:7][c:8]2[c:9]([cH:20][cH:21]1)[NH:10][C:11]([CH2:16][C:17](=[O:18])[OH:19])=[N:12][S:13]2(=[O:14])=[O:15].[CH3:41][N:42]([CH3:43])[CH2:44][CH2:45][CH2:46][N:47]=[C:48]=[N:49][CH2:50][CH3:51].[CH3:52][N:53]1[CH2:54][CH2:55][O:56][CH2:57][CH2:58]1.[CH3:60][N:61]([CH3:62])[CH:63]=[O:64].[ClH:40].[ClH:59]>>[CH3:1][S:2](=[O:3])(=[O:4])[NH:5][c:6]1[cH:7][c:8]2[c:9]([cH:20][cH:21]1)[NH:10][C:11]([CH2:16][C:17](=[O:19])[N:33]([CH:28]1[CH:27]([C:25]([O:24][CH2:22][CH3:23])=[O:26])[CH2:32][CH2:31][CH2:30][CH2:29]1)[CH:34]1[CH2:35][CH2:36][CH2:37][CH2:38][CH2:39]1)=[N:12][S:13]2(=[O:14])=[O:15]. Reactants: C(C)OC(=O)C1(CCNCC1)CCOC (4-(2-methoxy-ethyl)-piperidine-4-carboxylic acid ethyl ester), ClC1=C(C=CC=C1)S(=O)(=O)Cl (2-chlorobenzenesulfonyl chloride), FC(C(OC1=CC=C(C=C1)N)C)(F)F (4-(2,2,2-trifluoro-1-methyl-ethoxy)-phenylamine). The product is ClC1=C(C=CC=C1)S(=O)(=O)N1CCC2(CCN(C2=O)C2=CC=C(C=C2)OC(C(F)(F)F)C)CC1 (8-(2-Chloro-benzenesulfonyl)-2-[4-(2,2,2-trifluoro-1-methyl-ethoxy)-phenyl]-2,8-diaza-spiro[4.5]decan-1-one). Reaction SMILES: C(O[C:4]([C:6]1([CH2:12][CH2:13]OC)[CH2:11][CH2:10][NH:9][CH2:8][CH2:7]1)=[O:5])C.[Cl:16][C:17]1[CH:22]=[CH:21][CH:20]=[CH:19][C:18]=1[S:23](Cl)(=[O:25])=[O:24].[F:27][C:28]([F:40])([F:39])[CH:29]([CH3:38])[O:30][C:31]1[CH:36]=[CH:35][C:34]([NH2:37])=[CH:33][CH:32]=1>>[Cl:16][C:17]1[CH:22]=[CH:21][CH:20]=[CH:19][C:18]=1[S:23]([N:9]1[CH2:8][CH2:7][C:6]2([C:4](=[O:5])[N:37]([C:34]3[CH:35]=[CH:36][C:31]([O:30][CH:29]([CH3:38])[C:28]([F:27])([F:39])[F:40])=[CH:32][CH:33]=3)[CH2:13][CH2:12]2)[CH2:11][CH2:10]1)(=[O:25])=[O:24]. Procedure: Light brown crystalline solid. MS (ESI): 517.1. (MH+). This example was prepared in analogy to example 1 step C) to D) from 4-(2-methoxy-ethyl)-piperidine-4-carboxylic acid ethyl ester (example 1 step B)), 2-chlorobenzenesulfonyl chloride and 4-(2,2,2-trifluoro-1-methyl-ethoxy)-phenylamine. Reactants: CC(C)(C)OC(=O)CBr, CCOCC, N#Cc1ccc(NCC2CC2)cc1C(F)(F)F, [H-], [Na+], CN(C)C=O. Yields the product CC(C)(C)OC(=O)CN(CC1CC1)c1ccc(C#N)c(C(F)(F)F)c1. Reaction SMILES: [Br:20][CH2:21][C:22](=[O:23])[O:24][C:25]([CH3:26])([CH3:27])[CH3:28].[CH3:29][CH2:30][O:31][CH2:32][CH3:33].[CH:3]1([CH2:6][NH:7][c:8]2[cH:9][c:10]([C:16]([F:17])([F:18])[F:19])[c:11]([C:12]#[N:13])[cH:14][cH:15]2)[CH2:4][CH2:5]1.[H-:1].[Na+:2].[O:34]=[CH:35][N:36]([CH3:37])[CH3:38]>>[CH:3]1([CH2:6][N:7]([c:8]2[cH:9][c:10]([C:16]([F:17])([F:18])[F:19])[c:11]([C:12]#[N:13])[cH:14][cH:15]2)[CH2:21][C:22](=[O:23])[O:24][C:25]([CH3:26])([CH3:27])[CH3:28])[CH2:4][CH2:5]1.